This data is from the Open Reaction Database (ORD), a public repository of structured organic reaction records. The task is: describe an organic reaction: reactants, conditions, products, and yield The reactants are O=C(Cl)C(=O)Cl, ClCCl, NC(=O)c1cccc(-c2noc(-c3ccccc3F)n2)c1. Yields the product O=C=NC(=O)c1cccc(-c2noc(-c3ccccc3F)n2)c1. As a reaction SMILES: [Cl:1][C:2](=[O:3])[C:4]([Cl:5])=[O:6].[Cl:28][CH2:29][Cl:30].[F:7][c:8]1[c:9](-[c:14]2[n:15][c:16](-[c:19]3[cH:20][c:21]([C:22](=[O:23])[NH2:24])[cH:25][cH:26][cH:27]3)[n:17][o:18]2)[cH:10][cH:11][cH:12][cH:13]1>>[C:2](=[O:3])=[N:24][C:22]([c:21]1[cH:20][c:19](-[c:16]2[n:15][c:14](-[c:9]3[c:8]([F:7])[cH:13][cH:12][cH:11][cH:10]3)[o:18][n:17]2)[cH:27][cH:26][cH:25]1)=[O:23].